describe an organic reaction: reactants, conditions, products, and yield From a dataset of the Open Reaction Database (ORD), a public repository of structured organic reaction records. Reactants: Cc1cc(C2CN(C(=O)OC(C)(C)C)CCO2)ccc1[N+](=O)[O-], CO, O=C[O-], [NH4+]. Product: Cc1cc(C2CN(C(=O)OC(C)(C)C)CCO2)ccc1N. As a reaction SMILES: [CH3:1][c:2]1[cH:3][c:4]([CH:11]2[O:12][CH2:13][CH2:14][N:15]([C:17](=[O:18])[O:19][C:20]([CH3:21])([CH3:22])[CH3:23])[CH2:16]2)[cH:5][cH:6][c:7]1[N+:8]([O-:9])=[O:10].[CH3:28][OH:29].[CH:24]([O-:25])=[O:26].[NH4+:27]>>[CH3:1][c:2]1[cH:3][c:4]([CH:11]2[O:12][CH2:13][CH2:14][N:15]([C:17](=[O:18])[O:19][C:20]([CH3:21])([CH3:22])[CH3:23])[CH2:16]2)[cH:5][cH:6][c:7]1[NH2:8]. Reactants: CCOCC, COC(=O)C(=O)c1ccc(S(=O)(=O)CCOc2ccc3ccccc3c2)cc1, CCCCCC, CO, [Na+], C1CCOC1, [OH-], O. RXN SMILES: [CH2:37]([O:38][CH2:39][CH3:40])[CH3:41].[CH3:1][O:2][C:3]([C:4]([c:5]1[cH:6][cH:7][c:8]([S:11](=[O:12])(=[O:13])[CH2:14][CH2:15][O:16][c:17]2[cH:18][c:19]3[cH:20][cH:21][cH:22][cH:23][c:24]3[cH:25][cH:26]2)[cH:9][cH:10]1)=[O:27])=[O:28].[CH3:31][CH2:32][CH2:33][CH2:34][CH2:35][CH3:36].[CH3:42][OH:43].[Na+:30].[O:44]1[CH2:45][CH2:46][CH2:47][CH2:48]1.[OH-:29].[OH2:49]>>[O:2]=[C:3]([C:4]([c:5]1[cH:6][cH:7][c:8]([S:11](=[O:12])(=[O:13])[CH2:14][CH2:15][O:16][c:17]2[cH:18][c:19]3[cH:20][cH:21][cH:22][cH:23][c:24]3[cH:25][cH:26]2)[cH:9][cH:10]1)=[O:27])[OH:28]. Yields the product O=C(O)C(=O)c1ccc(S(=O)(=O)CCOc2ccc3ccccc3c2)cc1. Reactants: C(C)(C)(C)OC(=O)N1C(C2=C(CC1)N(C(=C2)C2=NC(=NC=C2)N)C)=O (2-(2-Amino-pyrimidin-4-yl)-1-methyl-4-oxo-1,4,6,7-tetrahydro-pyrrolo[3,2-c]pyridine-5-carboxylic acid tert-butyl ester), CC=1C=C(SC1)C(=O)Cl (4-Methyl-thiophene-2-carbonyl chloride). The reagents and catalysts are CN(C)C=1C=CN=CC1 (DMAP). Run in N1=CC=CC=C1 (pyridine). Reaction conditions: time 3 hour. Yields the product C(C)(C)(C)OC(=O)N1C(C2=C(CC1)N(C(=C2)C2=NC(=NC=C2)NC(=O)C=2SC=C(C2)C)C)=O (1-methyl-2-{2-[(4-methyl-thiophene-2-carbonyl)-amino]-pyrimidin-4-yl}-4-oxo-1,4,6,7-tetrahydro-pyrrolo[3,2-c]pyridine-5-carboxylic acid tert-butyl ester). The yield is 96.5%. RXN SMILES: [C:1]([O:5][C:6]([N:8]1[CH2:13][CH2:12][C:11]2[N:14]([CH3:24])[C:15]([C:17]3[CH:22]=[CH:21][N:20]=[C:19]([NH2:23])[N:18]=3)=[CH:16][C:10]=2[C:9]1=[O:25])=[O:7])([CH3:4])([CH3:3])[CH3:2].[CH3:26][C:27]1[CH:28]=[C:29]([C:32](Cl)=[O:33])[S:30][CH:31]=1>N1C=CC=CC=1.CN(C1C=CN=CC=1)C>[C:1]([O:5][C:6]([N:8]1[CH2:13][CH2:12][C:11]2[N:14]([CH3:24])[C:15]([C:17]3[CH:22]=[CH:21][N:20]=[C:19]([NH:23][C:32]([C:29]4[S:30][CH:31]=[C:27]([CH3:26])[CH:28]=4)=[O:33])[N:18]=3)=[CH:16][C:10]=2[C:9]1=[O:25])=[O:7])([CH3:4])([CH3:3])[CH3:2]. Procedure: 2-(2-Amino-pyrimidin-4-yl)-1-methyl-4-oxo-1,4,6,7-tetrahydro-pyrrolo[3,2-c]pyridine-5-carboxylic acid tert-butyl ester (prepared as described in Example 9) (300 mg, 0.873 mmol) was suspended in dry pyridine under nitrogen atmosphere and sonicated for 2 minutes. 4-Methyl-thiophene-2-carbonyl chloride (0.142 mL, 1.135 mmol, 1.3 eq) and DMAP (10 mg, 0.087 mmol, 0.1 eq) were added and the mixture was stirred at room temperature for 3 hours. Pyridine was then evaporated and the residue was taken up w...